Dataset: the Open Reaction Database (ORD), a public repository of structured organic reaction records. Task: describe an organic reaction: reactants, conditions, products, and yield Starting materials: C1(CCC1)CN1CCNCC1 (1-(cyclobutylmethyl)piperazine), BrC=1C(=C(C(=NC1)N)[N+](=O)[O-])Cl (5-bromo-4-chloro-3-nitropyridin-2-amine). Run in CCN(C(C)C)C(C)C (DIPEA), CC(C)O (iPrOH). Conditions: temperature 60 celsius, time 17 hour. Yields the product BrC=1C(=C(C(=NC1)N)[N+](=O)[O-])N1CCN(CC1)CC1CCC1 (5-Bromo-4-(4-(cyclobutylmethyl)piperazin-1-yl)-3-nitropyridin-2-amine). Yield: 45.0%. As a reaction SMILES: [CH:1]1([CH2:5][N:6]2[CH2:11][CH2:10][NH:9][CH2:8][CH2:7]2)[CH2:4][CH2:3][CH2:2]1.[Br:12][C:13]1[C:14](Cl)=[C:15]([N+:20]([O-:22])=[O:21])[C:16]([NH2:19])=[N:17][CH:18]=1>CC(O)C.CCN(C(C)C)C(C)C>[Br:12][C:13]1[C:14]([N:9]2[CH2:8][CH2:7][N:6]([CH2:5][CH:1]3[CH2:2][CH2:3][CH2:4]3)[CH2:11][CH2:10]2)=[C:15]([N+:20]([O-:22])=[O:21])[C:16]([NH2:19])=[N:17][CH:18]=1. Procedure: The resulting 1-(cyclobutylmethyl)piperazine (supposedly 0.086 g, 0.56 mmol, 1 eq) was suspended in iPrOH (0.55 mL) and DIPEA (0.22 mL). To this solution, 5-bromo-4-chloro-3-nitropyridin-2-amine (0.14 g, 0.56 mmol, 1 eq) was added and the reaction mixture was heated and stirred for 17 h at 60° C. The mixture was filtered, washed with iPrOH (3×3 mL), Et2O (2×3 mL), and dried to give the title compound as a bright yellow powder (0.093 g, 45%); 1H-NMR (500 MHz, DMSO-d6): δ 1.73-1.92 (m, 2H), 1.96-2... RXN SMILES: [C:1]([CH3:2])([CH3:3])([CH3:4])[O:5][C:6]([NH:7][c:8]1[cH:9][c:10]2[c:11]([n:12][cH:13]1)[n:14]([S:25](=[O:26])(=[O:27])[c:28]1[cH:29][cH:30][cH:31][cH:32][cH:33]1)[c:15]([CH:17]([CH2:18][CH:19]1[CH2:20][CH2:21][CH2:22][CH2:23]1)[OH:24])[cH:16]2)=[O:34].[Cl:35][CH2:36][Cl:37]>>[C:1]([CH3:2])([CH3:3])([CH3:4])[O:5][C:6]([NH:7][c:8]1[cH:9][c:10]2[c:11]([n:12][cH:13]1)[n:14]([S:25](=[O:26])(=[O:27])[c:28]1[cH:29][cH:30][cH:31][cH:32][cH:33]1)[c:15]([C:17]([CH2:18][CH:19]1[CH2:20][CH2:21][CH2:22][CH2:23]1)=[O:24])[cH:16]2)=[O:34]. The reactants are CC(C)(C)OC(=O)Nc1cnc2c(c1)cc(C(O)CC1CCCC1)n2S(=O)(=O)c1ccccc1, ClCCl. Yields the product CC(C)(C)OC(=O)Nc1cnc2c(c1)cc(C(=O)CC1CCCC1)n2S(=O)(=O)c1ccccc1. Reactants: [H-].[Na+] (NaH), C(=O)(OC(C)(C)C)NC(=O)OC(C)(C)C (bis(1,1-dimethylethyl) imidodicarbonate), Cl.ClC(C1=CC=C(C=C1)NC(=O)[C@@H]1CC(=NO1)C=1C=NC=CC1)C1=CC=CC=C1 ((5S)-N-[4-(chlorophenylmethyl)phenyl]-4,5-dihydro-3-(3-pyridinyl)-5-isoxazolecarboxamide monohydrochloride). Solvent: CN(C)C=O (DMF). Yields the product N1=CC(=CC=C1)C1=NO[C@@H](C1)C(=O)NC1=CC=C(C=C1)C(C1=CC=CC=C1)N(C(OC(C)(C)C)=O)C(=O)OC(C)(C)C (1,1-dimethylethyl (5S)-[[4-[[[4,5-dihydro-3-(3-pyridinyl)-5-isoxazolyl]carbonyl]amino]phenyl]phenylmethyl][(1,1-dimethylethoxy)carbonyl]carbamate). As a reaction SMILES: [H-].[Na+].[C:3]([NH:10][C:11]([O:13][C:14]([CH3:17])([CH3:16])[CH3:15])=[O:12])([O:5][C:6]([CH3:9])([CH3:8])[CH3:7])=[O:4].Cl.Cl[CH:20]([C:41]1[CH:46]=[CH:45][CH:44]=[CH:43][CH:42]=1)[C:21]1[CH:26]=[CH:25][C:24]([NH:27][C:28]([C@H:30]2[O:34][N:33]=[C:32]([C:35]3[CH:36]=[N:37][CH:38]=[CH:39][CH:40]=3)[CH2:31]2)=[O:29])=[CH:23][CH:22]=1>CN(C=O)C>[N:37]1[CH:38]=[CH:39][CH:40]=[C:35]([C:32]2[CH2:31][C@@H:30]([C:28]([NH:27][C:24]3[CH:25]=[CH:26][C:21]([CH:20]([N:10]([C:3]([O:5][C:6]([CH3:8])([CH3:9])[CH3:7])=[O:4])[C:11](=[O:12])[O:13][C:14]([CH3:17])([CH3:16])[CH3:15])[C:41]4[CH:46]=[CH:45][CH:44]=[CH:43][CH:42]=4)=[CH:22][CH:23]=3)=[O:29])[O:34][N:33]=2)[CH:36]=1 |f:0.1,3.4|. Procedure details: ) NaH (0.047 mol) was added portionwise to a solution of bis(1,1-dimethylethyl) imidodicarbonate (0.023 mol) in DMF (250 ml), stirred at RT (H2 gas evolution). The mixture was stirred for 30 minutes at RT. (5S)-N-[4-(chlorophenylmethyl)phenyl]-4,5-dihydro-3-(3-pyridinyl)-5-isoxazolecarboxamide monohydrochloride (0.0233 mol) was added portionwise and the resulting reaction mixture was stirred vigorously for 1 hour at RT (H2 gas evolution). The solvent was evaporated under reduced pressure. The re... Reactants: CC(C)(C)OC(=O)COc1ccc(CCC(=O)OCc2ccccc2)cc1Cl, C1CCOC1, [H][H]. The product is CC(C)(C)OC(=O)COc1ccc(CCC(=O)O)cc1Cl. RXN SMILES: [CH2:1]([c:2]1[cH:3][cH:4][cH:5][cH:6][cH:7]1)[O:8][C:9]([CH2:10][CH2:11][c:12]1[cH:13][c:14]([Cl:27])[c:15]([O:18][CH2:19][C:20](=[O:21])[O:22][C:23]([CH3:24])([CH3:25])[CH3:26])[cH:16][cH:17]1)=[O:28].[CH2:31]1[O:32][CH2:33][CH2:34][CH2:35]1.[H:29][H:30]>>[O:8]=[C:9]([CH2:10][CH2:11][c:12]1[cH:13][c:14]([Cl:27])[c:15]([O:18][CH2:19][C:20](=[O:21])[O:22][C:23]([CH3:24])([CH3:25])[CH3:26])[cH:16][cH:17]1)[OH:28]. Reactants: OC1=C(C=C(C=C1)C(C)=O)[N+](=O)[O-] (4'-hydroxy-3'-nitroacetophenone), C(C)(=O)Cl (acetyl chloride), [OH-].[K+] (KOH), O (H2O). The solvent is C(C)O (ethanol). The product is C(C)(=O)OC1=C(C=C(C=C1)C(C)=O)[N+](=O)[O-] (4'-acetoxy-3'-nitroacetophenone). As a reaction SMILES: [OH:1][C:2]1[CH:7]=[CH:6][C:5]([C:8](=[O:10])[CH3:9])=[CH:4][C:3]=1[N+:11]([O-:13])=[O:12].[C:14](Cl)(=[O:16])[CH3:15].[OH-].[K+].O>C(O)C>[C:14]([O:1][C:2]1[CH:7]=[CH:6][C:5]([C:8](=[O:10])[CH3:9])=[CH:4][C:3]=1[N+:11]([O-:13])=[O:12])(=[O:16])[CH3:15] |f:2.3|. Procedure: A mixture containing 36.2 g (0.2 mole) of 4'-hydroxy-3'-nitroacetophenone, 15.7 g of acetyl chloride, 22 mL of 50% KOH solution, 200 mL of H2O and 300 mL of 95% ethanol is stirred and heated to reflux for 18 hours. The mixture is evaporated to remove ethanol, and the aqueous mixture is extracted with CHCl3 to solubilize the product. The CHCl3 extract is evaporated to dryness to afford 4'-acetoxy-3'-nitroacetophenone, which is brominated with an equimolar quantity of Br2 in CHCl3 (100 mL) to affo... Reactants: ClC1=CC=C(C=C1)[C@@H]1CC[C@H](CC1)C=O (trans-4-(4-chlorophenyl)cyclohexanecarbaldehyde), ClC1=CC=C(C=C1)[C@@H]1CC[C@H](CC1)C(=O)O (trans-4-(4-chlorophenyl)cyclohexanecarboxylic acid), CO (MeOH), S(=O)(=O)([O-])S(=O)[O-].[Na+].[Na+] (sodium metabisulfite). Solvent: CCOC(=O)C (EtOAc), O (water). Reaction conditions: temperature 51 celsius, time 45 minute. The product is S(O)(O)=O.ClC1=CC=C(C=C1)[C@@H]1CC[C@H](CC1)C=O (trans-4-(4-chlorophenyl)cyclohexanecarbaldehyde bisulfite). The yield is 81.0%. RXN SMILES: [Cl:1][C:2]1[CH:7]=[CH:6][C:5]([C@H:8]2[CH2:13][CH2:12][C@H:11]([CH:14]=[O:15])[CH2:10][CH2:9]2)=[CH:4][CH:3]=1.ClC1C=CC([C@H]2CC[C@H](C(O)=O)CC2)=CC=1.CO.[S:34](S([O-])=O)([O-:37])(=[O:36])=[O:35].[Na+].[Na+]>CCOC(C)=O.O>[S:34](=[O:35])([OH:37])[OH:36].[Cl:1][C:2]1[CH:3]=[CH:4][C:5]([C@H:8]2[CH2:9][CH2:10][C@H:11]([CH:14]=[O:15])[CH2:12][CH2:13]2)=[CH:6][CH:7]=1 |f:3.4.5,8.9|. Procedure details: A stirred solution of trans-4-(4-chlorophenyl)cyclohexanecarbaldehyde (compound of formula (IVa) (approximately 9.33 g, 41.9 mmol, assuming quantitative conversion for preparation from trans-4-(4-chlorophenyl)cyclohexanecarboxylic acid) in EtOAc (100 mL) was charged with MeOH (40 mL), water (10 mL) and sodium metabisulfite (4.38 g, 0.55 eq). The resulting slurry was heated to 51° C., and stirred at this temperature for 45 min, the slurry was cooled to 20° C. over 1 hr then held for 30 min. The s... The reactants are ( ε ), CC1=NC(=CO1)/C=C(\C)/[C@@H]2C[C@H]3[C@H](O3)CCC[C@@H]([C@@H]([C@H](C(=O)C([C@H](CC(=O)O2)O)(C)C)C)O)C (Epothilone G1), CC1=NC(=CO1)/C=C(\C)/[C@@H]2C[C@H]3[C@](O3)(CCC[C@@H]([C@@H]([C@H](C(=O)C([C@H](CC(=O)O2)O)(C)C)C)O)C)C (Epothilone G2), CC1=NC(=CS1)/C=C/[C@@H]2C/C=C\CCC[C@@H]([C@@H]([C@H](C(=O)C([C@H](CC(=O)O2)O)(C)C)C)O)C (Epothilone C8), CC1=NC(=CS1)/C=C(\C)/[C@@H]2C/C=C(\CCC[C@@H]([C@@H]([C@H](C(=O)[C@@H]([C@H](CC(=O)O2)O)C)C)O)C)/C (Epothilone D1), CC1=NC(=CS1)/C=C(\C)/[C@@H]2C/C=C\CCC[C@@H]([C@@H](CC(=O)C([C@H](CC(=O)O2)O)(C)C)O)C (Epothilone C3), [K+].[Br-] (KBr), CC1=NC(=CO1)/C=C(\C)/[C@@H]2C/C=C(\CCC[C@@H]([C@@H]([C@H](C(=O)C([C@H](CC(=O)O2)O)(C)C)C)O)C)/C (Epothilone H2), ( 100 ). Solvent: CO (MeOH), CO (MeOH). The product is CC1=NC(=CS1)/C=C(\C)/[C@@H]2C/C=C/CCC[C@@H]([C@@H]([C@H](C(=O)[C@@H]([C@H](CC(=O)O2)O)C)C)O)C (trans-Epothilone C2). RXN SMILES: [K+].[Br-].[CH3:3][C:4]1O[CH:7]=[C:6](/[CH:9]=[C:10](/[C@H:12]2[O:29][C:27](=[O:28])[CH2:26][C@H:25]([OH:30])[C:24](C)([CH3:31])[C:22](=[O:23])[C@H:21]([CH3:33])[C@@H:20]([OH:34])[C@@H:19]([CH3:35])[CH2:18][CH2:17][CH2:16][C:15](C)=[CH:14][CH2:13]2)\[CH3:11])[N:5]=1.CC1OC=C(/C=C(/[C@H]2OC(=O)C[C@H](O)C(C)(C)C(=O)[C@H](C)[C@@H](O)[C@@H](C)CCC[C@@]3(C)O[C@H]3C2)\C)N=1.CC1OC=C(/C=C(/[C@H]2OC(=O)C[C@H](O)C(C)(C)C(=O)[C@H](C)[C@@H](O)[C@@H](C)CCC[C@H]3O[C@H]3C2)\C)N=1.CC1[S:111]C=C(/C=C(/[C@H]2OC(=O)C[C@H](O)C(C)(C)C(=O)C[C@@H](O)[C@@H](C)CCCC=CC2)\C)N=1.CC1SC=C(/C=C/[C@H]2OC(=O)C[C@H](O)C(C)(C)C(=O)[C@H](C)[C@@H](O)[C@@H](C)CCCC=CC2)N=1.CC1SC=C(/C=C(/[C@H]2OC(=O)C[C@H](O)[C@@H](C)C(=O)[C@H](C)[C@@H](O)[C@@H](C)CCCC(C)=CC2)\C)N=1>CO>[CH3:3][C:4]1[S:111][CH:7]=[C:6](/[CH:9]=[C:10](/[C@H:12]2[O:29][C:27](=[O:28])[CH2:26][C@H:25]([OH:30])[C@@H:24]([CH3:31])[C:22](=[O:23])[C@H:21]([CH3:33])[C@@H:20]([OH:34])[C@@H:19]([CH3:35])[CH2:18][CH2:17][CH2:16][CH:15]=[CH:14][CH2:13]2)\[CH3:11])[N:5]=1 |f:0.1|. Reported procedure: colorless amorphous solid; [α]D22−3 (c 1.5, MeOH); UV (MeOH) λmax nm (ε) 211 (15800), 248 (11900); IR (KBr) νmax 3435, 2963, 2931, 2878, 1731, 1706, 1457, 1273, 979 cm−1; 1H NMR (CDCl3, 600 MHz) δ 6.99 (1H, s, H-19), 6.57 (1H, bs, H-17), 5.56 (1H, ddd, J=15.1, 7.4, 7.0 Hz, H-12), 5.41 (1H, ddd, J=15.1, 7.0, 6.9 Hz, H-13), 5.41 (1H, dd, J=7.7, 2.8 Hz, H-15), 4.13 (1H, dddd, J=6.7, 6.2, 5.6, 5.1 Hz, H-3), 3.78 (1H, ddd, J=8.2, 6.5, 1.9 Hz, H-7), 3.18 (1H, d, J=5.6 Hz, 3-OH), 3.06 (1H, dq, J=8.2, 7...